This data is from the Open Reaction Database (ORD), a public repository of structured organic reaction records. The task is: describe an organic reaction: reactants, conditions, products, and yield As a reaction SMILES: [C:38]([BH3-:39])#[N:40].[C:6]([NH2:7])(=[O:8])[CH2:9][CH2:10][C:11]([c:12]1[cH:13][c:14]([C:18]([F:19])([F:20])[F:21])[cH:15][cH:16][cH:17]1)=[N:22][NH:23][C:24](=[O:25])[NH:26][c:27]1[cH:28][cH:29][c:30]([O:33][C:34]([F:35])([F:36])[F:37])[cH:31][cH:32]1.[CH3:43][OH:44].[ClH:42].[Na+:41].[O:1]1[CH2:2][CH2:3][CH2:4][CH2:5]1>>[C:6]([NH2:7])(=[O:8])[CH2:9][CH2:10][CH:11]([c:12]1[cH:13][c:14]([C:18]([F:19])([F:20])[F:21])[cH:15][cH:16][cH:17]1)[NH:22][NH:23][C:24](=[O:25])[NH:26][c:27]1[cH:28][cH:29][c:30]([O:33][C:34]([F:35])([F:36])[F:37])[cH:31][cH:32]1. Reactants: [BH3-]C#N, NC(=O)CCC(=NNC(=O)Nc1ccc(OC(F)(F)F)cc1)c1cccc(C(F)(F)F)c1, CO, Cl, [Na+], C1CCOC1. Product: NC(=O)CCC(NNC(=O)Nc1ccc(OC(F)(F)F)cc1)c1cccc(C(F)(F)F)c1. Starting materials: CCNCc1ccccc1, CCN(C(C)C)C(C)C, O=C(Cl)Cl, ClCCl. Product: CCN(Cc1ccccc1)C(=O)Cl. RXN SMILES: [CH2:1]([CH3:2])[NH:3][CH2:4][c:5]1[cH:6][cH:7][cH:8][cH:9][cH:10]1.[CH:11]([N:12]([CH:13]([CH3:14])[CH3:15])[CH2:16][CH3:17])([CH3:18])[CH3:19].[Cl:20][C:21]([Cl:22])=[O:23].[Cl:24][CH2:25][Cl:26]>>[CH2:1]([CH3:2])[N:3]([CH2:4][c:5]1[cH:6][cH:7][cH:8][cH:9][cH:10]1)[C:21]([Cl:20])=[O:23]. Reactants: C(C)(C)(C)OC(=O)N1C[C@H](CC1)OC=1C2=C(N=CN1)CCN(C2)CC2=CC=CC=C2 ((S)-3-(6-benzyl-5,6,7,8-tetrahydro-pyrido[4,3-d]pyrimidin-4-yloxy)-pyrrolidine-1-carboxylic acid tert-butyl ester), C(=O)[O-].C(C)[NH+](CC)CC (triethylammonium formate). The reagents and catalysts are [OH-].[OH-].[Pd+2] (Pd(OH)2/C). The solvent is CO (methanol). The product is C(C)(C)(C)OC(=O)N1C[C@H](CC1)OC=1C2=C(N=CN1)CCNC2 ((S)-3-(5,6,7,8-tetrahydro-pyrido[4,3-d]pyrimidin-4-yloxy)-pyrrolidine-1-carboxylic acid tert-butyl ester). The yield is 93.6%. Reaction SMILES: [C:1]([O:5][C:6]([N:8]1[CH2:12][CH2:11][C@H:10]([O:13][C:14]2[C:15]3[CH2:23][N:22](CC4C=CC=CC=4)[CH2:21][CH2:20][C:16]=3[N:17]=[CH:18][N:19]=2)[CH2:9]1)=[O:7])([CH3:4])([CH3:3])[CH3:2].C([O-])=O.C([NH+](CC)CC)C>CO.[OH-].[OH-].[Pd+2]>[C:1]([O:5][C:6]([N:8]1[CH2:12][CH2:11][C@H:10]([O:13][C:14]2[C:15]3[CH2:23][NH:22][CH2:21][CH2:20][C:16]=3[N:17]=[CH:18][N:19]=2)[CH2:9]1)=[O:7])([CH3:4])([CH3:2])[CH3:3] |f:1.2,4.5.6|. Procedure details: Pd(OH)2/C (1.54 g, 2.2 mmol) was flushed with nitrogen, (S)-3-(6-benzyl-5,6,7,8-tetrahydro-pyrido[4,3-d]pyrimidin-4-yloxy)-pyrrolidine-1-carboxylic acid tert-butyl ester (8.5 g, 20.67 mmol) dissolved in methanol (50 mL) was added followed by the addition of triethylammonium formate (7.9 g, 53.7 mmol). The reaction mixture was refluxed for 1 h, cooled down to room temperature, filtered through a celite pad and the filtrate was partitioned between 2-Me-THF (50 mL) and water (20 mL). The upper orga... Starting materials: CCO, CCOC(=O)C=C(C)C=CC=C(C)C1=Cc2cc(-c3ccccc3)ccc2OC1, Cl, [Na+], [OH-], O. The product is CC(C=CC=C(C)C1=Cc2cc(-c3ccccc3)ccc2OC1)=CC(=O)O. As a reaction SMILES: [CH3:33][CH2:34][OH:35].[CH3:3][C:4](=[CH:5][C:6](=[O:7])[O:8][CH2:9][CH3:10])[CH:11]=[CH:12][CH:13]=[C:14]([CH3:15])[C:16]1=[CH:25][c:24]2[c:19]([cH:20][cH:21][c:22](-[c:26]3[cH:27][cH:28][cH:29][cH:30][cH:31]3)[cH:23]2)[O:18][CH2:17]1.[ClH:32].[Na+:2].[OH-:1].[OH2:36]>>[CH3:3][C:4](=[CH:5][C:6](=[O:7])[OH:8])[CH:11]=[CH:12][CH:13]=[C:14]([CH3:15])[C:16]1=[CH:25][c:24]2[c:19]([cH:20][cH:21][c:22](-[c:26]3[cH:27][cH:28][cH:29][cH:30][cH:31]3)[cH:23]2)[O:18][CH2:17]1. The reactants are CO (methanol), C[C@@H](C(=O)N1C(OC[C@H]1CC1=CC=CC=C1)=O)[C@H](CCC=C(C)C)C (3(2(R),3(S),7-trimethyl-6-octenoyl)-4(R)-phenylmethyl-2-oxazolidinone), [H-].[Al+3].[Li+].[H-].[H-].[H-] (lithium aluminum hydride). The solvent is C1CCOC1 (THF), C1CCOC1 (THF). Run at time 6 hour. The product is C[C@@H](CO)[C@H](CCC=C(C)C)C (2(R),3(S),7-Trimethyl-6-octen-1-ol). The yield is 58.7%. As a reaction SMILES: [CH3:1][C@H:2]([C@@H:18]([CH3:25])[CH2:19][CH2:20][CH:21]=[C:22]([CH3:24])[CH3:23])[C:3](N1[C@H](CC2C=CC=CC=2)COC1=O)=[O:4].[H-].[Al+3].[Li+].[H-].[H-].[H-].CO>C1COCC1>[CH3:1][C@H:2]([C@@H:18]([CH3:25])[CH2:19][CH2:20][CH:21]=[C:22]([CH3:23])[CH3:24])[CH2:3][OH:4] |f:1.2.3.4.5.6|. Procedure details: A solution of 6.8 g (20 mmol) of 3(2(R),3(S),7-trimethyl-6-octenoyl)-4(R)-phenylmethyl-2-oxazolidinone in 30 mL of THF was added dropwise to a suspension of 1.634 g (43 mmol) of lithium aluminum hydride in 40 mL of THF at 0° C. The reaction mixture was then stirred 6 h at ambient temperature The reaction mixture was then recooled in ice bath and 5 mL of methanol was added dropwise very cautiously. After the effervescence subsided, the reaction mixture was concentrated to about 30% of the origina... Reactants: Cl (HCl), BrC/C=C/CN1S(N(C2=C1C=CC=C2)C2=C(C=CC=C2)F)(=O)=O (1-[(2E)-4-bromobut-2-en-1-yl]-3-(2-fluorophenyl)-1,3-dihydro-2,1,3-benzothiadiazole 2,2-dioxide), CNC (dimethyl amine). The product is FC1=C(C=CC=C1)N1S(N(C2=C1C=CC=C2)C/C=C/CN(C)C)(=O)=O ((2E)-4-[3-(2-fluorophenyl)-2,2-dioxido-2,1,3-benzothiadiazol-1(3H)-yl]-N,N-dimethylbut-2-en-1-amine). As a reaction SMILES: Br[CH2:2]/[CH:3]=[CH:4]/[CH2:5][N:6]1[C:10]2[CH:11]=[CH:12][CH:13]=[CH:14][C:9]=2[N:8]([C:15]2[CH:20]=[CH:19][CH:18]=[CH:17][C:16]=2[F:21])[S:7]1(=[O:23])=[O:22].[CH3:24][NH:25][CH3:26].Cl>>[F:21][C:16]1[CH:17]=[CH:18][CH:19]=[CH:20][C:15]=1[N:8]1[C:9]2[CH:14]=[CH:13][CH:12]=[CH:11][C:10]=2[N:6]([CH2:5]/[CH:4]=[CH:3]/[CH2:2][N:25]([CH3:26])[CH3:24])[S:7]1(=[O:23])=[O:22]. Reported procedure: In an analogous manner to general procedure V, 1-[(2E)-4-bromobut-2-en-1-yl]-3-(2-fluorophenyl)-1,3-dihydro-2,1,3-benzothiadiazole 2,2-dioxide (0.13 g, 0.33 mmol) was treated with dimethyl amine to give (2E)-4-[3-(2-fluorophenyl)-2,2-dioxido-2,1,3-benzothiadiazol-1(3H)-yl]-N,N-dimethylbut-2-en-1-amine (90 mg) after treatment with HCl.